This data is from the Open Reaction Database (ORD), a public repository of structured organic reaction records. The task is: describe an organic reaction: reactants, conditions, products, and yield Starting materials: O=C([O-])O, COc1cc2c(c3c1OC(C)(C)C3)C(c1cccc(N(CCCS(=O)(=O)N=CN(C)C)S(C)(=O)=O)c1)=NC(C)(C)C2, Cl, [Na+], O. Yields the product Cl, COc1cc2c(c3c1OC(C)(C)C3)C(c1cccc(N(CCCS(N)(=O)=O)S(C)(=O)=O)c1)=NC(C)(C)C2. Reaction SMILES: [C:42](=[O:43])([O-:44])[OH:45].[CH3:1][N:2]([CH:3]=[N:5][S:6](=[O:7])(=[O:8])[CH2:9][CH2:10][CH2:11][N:12]([c:13]1[cH:14][c:15]([C:19]2=[N:20][C:21]([CH3:36])([CH3:37])[CH2:22][c:23]3[cH:24][c:25]([O:34][CH3:35])[c:26]4[c:27]([c:28]32)[CH2:29][C:30]([CH3:32])([CH3:33])[O:31]4)[cH:16][cH:17][cH:18]1)[S:38](=[O:39])(=[O:40])[CH3:41])[CH3:4].[ClH:47].[Na+:46].[OH2:48]>>[ClH:47].[NH2:5][S:6](=[O:7])(=[O:8])[CH2:9][CH2:10][CH2:11][N:12]([c:13]1[cH:14][c:15]([C:19]2=[N:20][C:21]([CH3:36])([CH3:37])[CH2:22][c:23]3[cH:24][c:25]([O:34][CH3:35])[c:26]4[c:27]([c:28]32)[CH2:29][C:30]([CH3:32])([CH3:33])[O:31]4)[cH:16][cH:17][cH:18]1)[S:38](=[O:39])(=[O:40])[CH3:41]. Reactants: CC(C)(C)OC(=O)Nc1nn(-c2ccccc2F)cc1OCc1ccccc1, CCOC(C)=O, ClC(Cl)Cl, O=C(O)C(F)(F)F, [Na+], [OH-]. Product: Nc1nn(-c2ccccc2F)cc1OCc1ccccc1. Reaction SMILES: [CH2:8]([c:9]1[cH:10][cH:11][cH:12][cH:13][cH:14]1)[O:15][c:16]1[c:17]([NH:28][C:29]([O:30][C:31]([CH3:32])([CH3:33])[CH3:34])=[O:35])[n:18][n:19](-[c:21]2[c:22]([F:27])[cH:23][cH:24][cH:25][cH:26]2)[cH:20]1.[CH3:42][CH2:43][O:44][C:45]([CH3:46])=[O:47].[Cl:38][CH:39]([Cl:40])[Cl:41].[F:1][C:2]([F:3])([F:4])[C:5]([OH:6])=[O:7].[Na+:37].[OH-:36]>>[CH2:8]([c:9]1[cH:10][cH:11][cH:12][cH:13][cH:14]1)[O:15][c:16]1[c:17]([NH2:28])[n:18][n:19](-[c:21]2[c:22]([F:27])[cH:23][cH:24][cH:25][cH:26]2)[cH:20]1. The reactants are COC=1C=CC2=C(SC(=C2)C2=CC=C(C=C2)OCCN2CCCC2)C1 (6-methoxy-2-[4-[2-(1-pyrrolidinyl)ethoxy]phenyl]benzo[b]thiophene), N1(CCCCC1)[C@H]1[C@@H](CCCC1)OC1=CC=C(C(=O)O)C=C1 (4-[[trans-2-(1-piperidyl)cyclohexyl]oxy]benzoic acid), [Br-].[Al+3].[Br-].[Br-] (aluminum bromide). Reagents/catalysts: CN(C)C=O (DMF). Solvent: S(=O)(Cl)Cl (thionyl chloride). Reaction conditions: time 3 day. Yields the product N1(CCCCC1)[C@H]1[C@@H](CCCC1)OC1=CC=C(C=C1)C(=O)C=1C2=C(SC1C1=CC=C(C=C1)OCCN1CCCC1)C=C(C=C2)OC ((±)-6-Methoxy-2-[4-[2-(1-pyrrolidinyl)ethoxy]phenyl]benzo[b]thiophen-3-yl 4-[[trans-2-(1-Piperidyl)cyclohexyl]oxy]phenyl Ketone). Reaction SMILES: [N:1]1([C@@H:7]2[CH2:12][CH2:11][CH2:10][CH2:9][C@H:8]2[O:13][C:14]2[CH:22]=[CH:21][C:17]([C:18](O)=[O:19])=[CH:16][CH:15]=2)[CH2:6][CH2:5][CH2:4][CH2:3][CH2:2]1.[CH3:23][O:24][C:25]1[CH:26]=[CH:27][C:28]2[CH:32]=[C:31]([C:33]3[CH:38]=[CH:37][C:36]([O:39][CH2:40][CH2:41][N:42]4[CH2:46][CH2:45][CH2:44][CH2:43]4)=[CH:35][CH:34]=3)[S:30][C:29]=2[CH:47]=1.[Br-].[Al+3].[Br-].[Br-]>S(Cl)(Cl)=O.CN(C=O)C>[N:1]1([C@@H:7]2[CH2:12][CH2:11][CH2:10][CH2:9][C@H:8]2[O:13][C:14]2[CH:22]=[CH:21][C:17]([C:18]([C:32]3[C:28]4[CH:27]=[CH:26][C:25]([O:24][CH3:23])=[CH:47][C:29]=4[S:30][C:31]=3[C:33]3[CH:38]=[CH:37][C:36]([O:39][CH2:40][CH2:41][N:42]4[CH2:46][CH2:45][CH2:44][CH2:43]4)=[CH:35][CH:34]=3)=[O:19])=[CH:16][CH:15]=2)[CH2:6][CH2:5][CH2:4][CH2:3][CH2:2]1 |f:2.3.4.5|. Reported procedure: 1.698 g (5.60 mmol) of 4-[[trans-2-(1-piperidyl)cyclohexyl]oxy]benzoic acid (Part C) was dissolved in 30 mL of thionyl chloride at room temperature. To this was added 434 μL (5.60 mmol) of DMF as a catalyst. The mixture was stirred for 3 days at room temperature. The thionyl chloride was removed under reduced pressure and the residue was treated with dry benzene to remove azeotropically the residual thionyl chloride and then placed under high vacuum. The crude acid chloride was suspended in 50 m... Reactants: C(C)(C)(C)OC(\C=C\C1=NC=C(C=C1)C=O)=O ((E)-3-(5-formyl-pyridin-2-yl)-acrylic acid tert-butyl ester), C(=O)(C(F)(F)F)O (TFA). Solvent: C(Cl)Cl (DCM). Reaction conditions: time 6 hour. The product is C(=O)C=1C=CC(=NC1)/C=C/C(=O)O ((E)-3-(5-formyl-pyridin-2-yl)-acrylic acid). Isolated yield 143.5%. Reaction SMILES: C([O:5][C:6](=[O:17])/[CH:7]=[CH:8]/[C:9]1[CH:14]=[CH:13][C:12]([CH:15]=[O:16])=[CH:11][N:10]=1)(C)(C)C.C(O)(C(F)(F)F)=O>C(Cl)Cl>[CH:15]([C:12]1[CH:13]=[CH:14][C:9](/[CH:8]=[CH:7]/[C:6]([OH:17])=[O:5])=[N:10][CH:11]=1)=[O:16]. Procedure: A mixture of (E)-3-(5-formyl-pyridin-2-yl)-acrylic acid tert-butyl ester (described in Example 11 STEP A-D, 250 mg, 1.07 mmol) and TFA (1 ml) in DCM (4 ml) was stirred at room temperature for 6 h. The solvent was then removed in vacuo and the solid was triturated with Et2O to give 272 mg of (E)-3-(5-formyl-pyridin-2-yl)-acrylic acid as its trifluoroacetate salt. The reactants are CC1CC(=O)OC(C1)=O (3-methylglutaric anhydride), Cl.CNOC (N,O-dimethylhydroxylamine hydrochloride), N1=CC=CC=C1 (pyridine). The solvent is ClCCl (dichloromethane). Reaction conditions: time 8 hour. Yields the product CON(C(CC(CC(=O)O)C)=O)C (5-(methoxy(methyl)amino)-3-methyl-5-oxopentanoic acid). Isolated yield 98.5%. As a reaction SMILES: [CH3:1][CH:2]1[CH2:8][C:7](=[O:9])[O:6][C:4](=[O:5])[CH2:3]1.Cl.[CH3:11][NH:12][O:13][CH3:14].N1C=CC=CC=1>ClCCl>[CH3:14][O:13][N:12]([CH3:11])[C:7](=[O:9])[CH2:8][CH:2]([CH3:1])[CH2:3][C:4]([OH:6])=[O:5] |f:1.2|. Procedure details: A solution of 3-methylglutaric anhydride (5.0 g) and N,O-dimethylhydroxylamine hydrochloride (4.19 g) in dichloromethane (100 mL) was stirred at 0° C. and treated dropwise with pyridine (6.9 mL). The resulting solution was warmed to rt over 45 min and then stirred overnight. After this time, the mixture was concentrated under vacuum, and the resulting residue was taken up in saturated aqueous sodium chloride and 1:1 ether/dichloromethane. The aqueous and organic layers were separated and the aqu... Reactants: C(#N)C=1C=C(C(=NC1)C(=O)N)C (5-cyano-3-methyl-pyridine-2-carboxylic acid amide), BrC1=NC=C(C(=C1)C1(N=C(C(OC1)(CF)CF)N)C)F (5-(2-bromo-5-fluoro-pyridin-4-yl)-2,2-bis-fluoromethyl-5-methyl-5,6-dihydro-2H-[1,4]oxazin-3-ylamine), CC1(C2=C(C(=CC=C2)P(C3=CC=CC=C3)C4=CC=CC=C4)OC5=C(C=CC=C51)P(C6=CC=CC=C6)C7=CC=CC=C7)C (Xantphos), C(=O)([O-])[O-].[Cs+].[Cs+] (Cs2CO3), CC1(C2=C(C(=CC=C2)P(C3=CC=CC=C3)C4=CC=CC=C4)OC5=C(C=CC=C51)P(C6=CC=CC=C6)C7=CC=CC=C7)C (Xantphos). The reagents and catalysts are C=1C=CC(=CC1)/C=C/C(=O)/C=C/C2=CC=CC=C2.C=1C=CC(=CC1)/C=C/C(=O)/C=C/C2=CC=CC=C2.C=1C=CC(=CC1)/C=C/C(=O)/C=C/C2=CC=CC=C2.[Pd].[Pd] (Pd2(dba)3), C=1C=CC(=CC1)/C=C/C(=O)/C=C/C2=CC=CC=C2.C=1C=CC(=CC1)/C=C/C(=O)/C=C/C2=CC=CC=C2.C=1C=CC(=CC1)/C=C/C(=O)/C=C/C2=CC=CC=C2.[Pd].[Pd] (Pd2(dba)3). The solvent is O1CCOCC1 (dioxane). Run at temperature 60 celsius, time 16 hour. Yields the product NC1=NC(COC1(CF)CF)(C)C1=CC(=NC=C1F)NC(=O)C1=NC=C(C=C1C)C#N (5-Cyano-3-methyl-pyridine-2-carboxylic acid [4-(5-amino-6,6-bis-fluoromethyl-3-methyl-3,6-dihydro-2H-[1,4]oxazin-3-yl)-5-fluoro-pyridin-2-yl]-amide). As a reaction SMILES: [C:1]([C:3]1[CH:4]=[C:5]([CH3:12])[C:6]([C:9]([NH2:11])=[O:10])=[N:7][CH:8]=1)#[N:2].Br[C:14]1[CH:19]=[C:18]([C:20]2([CH3:31])[CH2:25][O:24][C:23]([CH2:28][F:29])([CH2:26][F:27])[C:22]([NH2:30])=[N:21]2)[C:17]([F:32])=[CH:16][N:15]=1.CC1(C)C2C(=C(P(C3C=CC=CC=3)C3C=CC=CC=3)C=CC=2)OC2C(P(C3C=CC=CC=3)C3C=CC=CC=3)=CC=CC1=2.C([O-])([O-])=O.[Cs+].[Cs+]>O1CCOCC1.C1C=CC(/C=C/C(/C=C/C2C=CC=CC=2)=O)=CC=1.C1C=CC(/C=C/C(/C=C/C2C=CC=CC=2)=O)=CC=1.C1C=CC(/C=C/C(/C=C/C2C=CC=CC=2)=O)=CC=1.[Pd].[Pd]>[NH2:30][C:22]1[C:23]([CH2:26][F:27])([CH2:28][F:29])[O:24][CH2:25][C:20]([C:18]2[C:17]([F:32])=[CH:16][N:15]=[C:14]([NH:11][C:9]([C:6]3[C:5]([CH3:12])=[CH:4][C:3]([C:1]#[N:2])=[CH:8][N:7]=3)=[O:10])[CH:19]=2)([CH3:31])[N:21]=1 |f:3.4.5,7.8.9.10.11|. Reported procedure: A mixture of 5-cyano-3-methyl-pyridine-2-carboxylic acid amide (see Intermediates Amide 1, 96 mg, 0.596 mmol), 5-(2-bromo-5-fluoro-pyridin-4-yl)-2,2-bis-fluoromethyl-5-methyl-5,6-dihydro-2H-[1,4]oxazin-3-ylamine (210 mg, 0.596 mmol), Xantphos (31.1 mg, 0.054 mmol) and Cs2CO3 (272 mg, 0.835 mmol) in dioxane (6 ml) was degassed with argon, Pd2(dba)3 (16.38 mg, 0.018 mmol) was added and the reaction mixture was stirred at 60° C. for 16 h. More Pd2(dba)3 (8.19 mg, 0.009 mmol) and Xantphos (15.60 mg,... Reactants: O=C([O-])[O-], CCOC(C)=O, [Ca+2], Cl, O=C(F)c1c(F)cccc1F, NNc1ccccc1C(F)(F)F, [K+], [K+], [OH-], [OH-], O. Product: O=C(NNc1ccccc1C(F)(F)F)c1c(F)cccc1F. As a reaction SMILES: [C:1](=[O:2])([O-:3])[O-:4].[CH3:35][CH2:36][O:37][C:38](=[O:39])[CH3:40].[Ca+2:32].[ClH:7].[F:20][c:21]1[c:22]([C:23](=[O:24])[F:25])[c:26]([F:30])[cH:27][cH:28][cH:29]1.[F:8][C:9]([c:10]1[c:11]([NH:16][NH2:17])[cH:12][cH:13][cH:14][cH:15]1)([F:18])[F:19].[K+:5].[K+:6].[OH-:31].[OH-:33].[OH2:34]>>[F:8][C:9]([c:10]1[c:11]([NH:16][NH:17][C:23]([c:22]2[c:21]([F:20])[cH:29][cH:28][cH:27][c:26]2[F:30])=[O:24])[cH:12][cH:13][cH:14][cH:15]1)([F:18])[F:19].